From a dataset of the Open Reaction Database (ORD), a public repository of structured organic reaction records. describe an organic reaction: reactants, conditions, products, and yield Reactants: O=C([O-])[O-], CS(C)=O, N#Cc1ccc(Cn2ccc3cc(C=O)ccc32)cc1, [K+], [K+], O, OO. Product: NC(=O)c1ccc(Cn2ccc3cc(C=O)ccc32)cc1. Reaction SMILES: [C:21]([O-:22])(=[O:23])[O-:24].[CH3:27][S:28]([CH3:29])=[O:30].[CH:1](=[O:2])[c:3]1[cH:4][c:5]2[cH:6][cH:7][n:8]([CH2:12][c:13]3[cH:14][cH:15][c:16]([C:17]#[N:18])[cH:19][cH:20]3)[c:9]2[cH:10][cH:11]1.[K+:25].[K+:26].[OH2:33].[OH:31][OH:32]>>[CH:1](=[O:2])[c:3]1[cH:4][c:5]2[cH:6][cH:7][n:8]([CH2:12][c:13]3[cH:14][cH:15][c:16]([C:17]([NH2:18])=[O:22])[cH:19][cH:20]3)[c:9]2[cH:10][cH:11]1.